The task is: describe an organic reaction: reactants, conditions, products, and yield. This data is from the Open Reaction Database (ORD), a public repository of structured organic reaction records. Starting materials: BrC(C)C1C(C=2C(=C3C=C(C(NC3=C(C2)C)=O)C)O1)C (2-(1-Bromoethyl)-3,5,8-trimethyl-2,3,6,7-tetrahydrofuro[2,3-f]quinoline-7-one), [N-]=[N+]=[N-].[Na+] (sodium azide), CN(C=O)C (dimethylformamide). Solvent: O (water). The product is N(=[N+]=[N-])C(C)C1C(C=2C(=C3C=C(C(NC3=C(C2)C)=O)C)O1)C (2-(1-Azidoethyl)-3,5,8-trimethyl-2,3,6,7-tetrahydrofuro[2,3-f]quinoline-7-one). The yield is 72.1%. RXN SMILES: Br[CH:2]([CH:4]1[O:19][C:7]2=[C:8]3[C:13](=[C:14]([CH3:16])[CH:15]=[C:6]2[CH:5]1[CH3:20])[NH:12][C:11](=[O:17])[C:10]([CH3:18])=[CH:9]3)[CH3:3].[N-:21]=[N+:22]=[N-:23].[Na+].CN(C)C=O>O>[N:21]([CH:2]([CH:4]1[O:19][C:7]2=[C:8]3[C:13](=[C:14]([CH3:16])[CH:15]=[C:6]2[CH:5]1[CH3:20])[NH:12][C:11](=[O:17])[C:10]([CH3:18])=[CH:9]3)[CH3:3])=[N+:22]=[N-:23] |f:1.2|. Procedure details: A mixture of the compound obtained in Example 289 (3.30 g, 9.9 mmol), sodium azide (3.84 g, 59 mmol) and dimethylformamide (30 ml) was allowed to react at 120° C. for 4 hours. The reaction mixture was poured into water to obtain 2.13 g of the title compound as a pale brown solid (72.7%). Reactants: C(C1=CC=CC=C1)[C@@H]1N(C(OC1)=O)C(CCCCC(C)=O)=O (1-(4-(S)-benzyl-2-oxo-oxazolidin-3-yl)-heptane-1,6-dione), C(CO)O (ethylene glycol), CC=1C=CC(=CC1)S(=O)(=O)O (p-TSA), C1=CC=CC=C1 (benzene). The solvent is CCOC(=O)C (EtOAc), O (water). The product is C(C1=CC=CC=C1)[C@@H]1N(C(OC1)=O)C(CCCCC1(OCCO1)C)=O (4-(S)-benzyl-3-[5-(2-methyl-[1,3]dioxolan-2-yl)-pentanoyl]-oxazolidin-2-one). Reaction SMILES: [CH2:1]([C@H:8]1[CH2:12][O:11][C:10](=[O:13])[N:9]1[C:14](=[O:22])[CH2:15][CH2:16][CH2:17][CH2:18][C:19](=[O:21])[CH3:20])[C:2]1[CH:7]=[CH:6][CH:5]=[CH:4][CH:3]=1.[CH2:23](O)[CH2:24][OH:25].CC1C=CC(S(O)(=O)=O)=CC=1.C1C=CC=CC=1>CCOC(C)=O.O>[CH2:1]([C@H:8]1[CH2:12][O:11][C:10](=[O:13])[N:9]1[C:14](=[O:22])[CH2:15][CH2:16][CH2:17][CH2:18][C:19]1([CH3:20])[O:25][CH2:24][CH2:23][O:21]1)[C:2]1[CH:3]=[CH:4][CH:5]=[CH:6][CH:7]=1. Procedure: A mixture of ketone 7-2 (695 mmol), ethylene glycol (59 ml, 1040 mmol), p-TSA (500 mg, 2.713 mmol) and benzene (2000 mL) was heated to reflux with azeotropic removal of water for 12 hours. The reaction mixture was diluted with EtOAc and then washed with sat. NaHCO3, brine, dried (MgSO4), and concentrated to give 7-3 as a yellow oil. The reactants are COC(=O)C(NS(=O)(=O)c1ccc(Br)cc1)C(C)C, O=C([O-])O, CCOC(C)=O, COCCOC, O=[N+]([O-])c1ccc(B(O)O)cc1, [Na+], O, c1ccc(P(c2ccccc2)(c2ccccc2)[Pd](P(c2ccccc2)(c2ccccc2)c2ccccc2)(P(c2ccccc2)(c2ccccc2)c2ccccc2)P(c2ccccc2)(c2ccccc2)c2ccccc2)cc1. Yields the product COC(=O)C(NS(=O)(=O)c1ccc(-c2ccc([N+](=O)[O-])cc2)cc1)C(C)C. RXN SMILES: [Br:1][c:2]1[cH:3][cH:4][c:5]([S:8](=[O:9])(=[O:10])[NH:11][CH:12]([CH:13]([CH3:14])[CH3:15])[C:16](=[O:17])[O:18][CH3:19])[cH:6][cH:7]1.[C:32](=[O:33])([OH:34])[O-:35].[CH3:37][CH2:38][O:39][C:40](=[O:41])[CH3:42].[CH3:43][O:44][CH2:45][CH2:46][O:47][CH3:48].[N+:20](=[O:21])([O-:22])[c:23]1[cH:24][cH:25][c:26]([B:29]([OH:30])[OH:31])[cH:27][cH:28]1.[Na+:36].[OH2:126].[cH:49]1[cH:50][cH:51][c:52]([P:53]([Pd:54]([P:55]([c:56]2[cH:57][cH:58][cH:59][cH:60][cH:61]2)([c:62]2[cH:63][cH:64][cH:65][cH:66][cH:67]2)[c:68]2[cH:69][cH:70][cH:71][cH:72][cH:73]2)([P:74]([c:75]2[cH:76][cH:77][cH:78][cH:79][cH:80]2)([c:81]2[cH:82][cH:83][cH:84][cH:85][cH:86]2)[c:87]2[cH:88][cH:89][cH:90][cH:91][cH:92]2)[P:93]([c:94]2[cH:95][cH:96][cH:97][cH:98][cH:99]2)([c:100]2[cH:101][cH:102][cH:103][cH:104][cH:105]2)[c:106]2[cH:107][cH:108][cH:109][cH:110][cH:111]2)([c:112]2[cH:113][cH:114][cH:115][cH:116][cH:117]2)[c:118]2[cH:119][cH:120][cH:121][cH:122][cH:123]2)[cH:124][cH:125]1>>[c:2]1(-[c:26]2[cH:25][cH:24][c:23]([N+:20](=[O:21])[O-:22])[cH:28][cH:27]2)[cH:3][cH:4][c:5]([S:8](=[O:9])(=[O:10])[NH:11][CH:12]([CH:13]([CH3:14])[CH3:15])[C:16](=[O:17])[O:18][CH3:19])[cH:6][cH:7]1. Starting materials: O=Cc1ccc(Cl)cc1, O=C(O)CS(=O)(=O)c1ccccc1. Yields the product O=S(=O)(C=Cc1ccc(Cl)cc1)c1ccccc1. RXN SMILES: [Cl:14][c:15]1[cH:16][cH:17][c:18]([CH:19]=[O:20])[cH:21][cH:22]1.[c:1]1([S:7](=[O:8])(=[O:9])[CH2:10][C:11]([OH:12])=[O:13])[cH:2][cH:3][cH:4][cH:5][cH:6]1>>[c:1]1([S:7](=[O:8])(=[O:9])[CH:10]=[CH:11][c:18]2[cH:17][cH:16][c:15]([Cl:14])[cH:22][cH:21]2)[cH:2][cH:3][cH:4][cH:5][cH:6]1. Starting materials: C(C)(C)(C)NC(=O)C1=CN(C2=NC=C(N=C21)NC2=CC=C(C=C2)C)COCC[Si](C)(C)C (N-tert-butyl-2-(p-tolylamino)-5-((2-(trimethylsilyl)ethoxy)methyl)-5H-pyrrolo[2,3-b]pyrazine-7-carboxamide), FC(C(=O)O)(F)F (trifluoroacetic acid). The solvent is ClCCl (dichloromethane), CO (methanol), [OH-].[NH4+] (ammonium hydroxide), ClCCl (dichloromethane). Run at time 16 hour. The product is C(C)(C)(C)NC(=O)C1=CNC2=NC=C(N=C21)NC2=CC=C(C=C2)C (N-tert-butyl-2-(p-tolylamino)-5H-pyrrolo[2,3-b]pyrazine-7-carboxamide). The yield is 29.9%. RXN SMILES: [C:1]([NH:5][C:6]([C:8]1[C:16]2[C:11](=[N:12][CH:13]=[C:14]([NH:17][C:18]3[CH:23]=[CH:22][C:21]([CH3:24])=[CH:20][CH:19]=3)[N:15]=2)[N:10](COCC[Si](C)(C)C)[CH:9]=1)=[O:7])([CH3:4])([CH3:3])[CH3:2].FC(F)(F)C(O)=O>ClCCl.CO.[OH-].[NH4+]>[C:1]([NH:5][C:6]([C:8]1[C:16]2[C:11](=[N:12][CH:13]=[C:14]([NH:17][C:18]3[CH:23]=[CH:22][C:21]([CH3:24])=[CH:20][CH:19]=3)[N:15]=2)[NH:10][CH:9]=1)=[O:7])([CH3:4])([CH3:3])[CH3:2] |f:4.5|. Reported procedure: To a solution of N-tert-butyl-2-(p-tolylamino)-5-((2-(trimethylsilyl)ethoxy)methyl)-5H-pyrrolo[2,3-b]pyrazine-7-carboxamide (80 mg, 176 μmol) in dichloromethane (3 mL) was added trifluoroacetic acid (402 mg, 272 μL, 3.53 mmol) and the mixture stirred at room temperature for 16 h. The reaction mixture was concentrated in vacuo and the residue obtained diluted with dichloromethane (3 mL), methanol (1.5 mL) and ammonium hydroxide (0.4 mL) and stirred at room temperature for 1 h. The mixture was con... The reactants are ClC1=CC=C(C=C1)C1C(N=C(N1)C1=C(C=C(C=C1)OC)OCC)CC (5-(4-Chloro-phenyl)-2-(2-ethoxy-4-methoxy-phenyl)-4-ethyl-4,5-dihydro-1H-imidazole), ClC1=CC=C(C=C1)C1C(N=C(N1C(=O)N1CCN(CC1)C)C1=C(C=C(C=C1)OC)OCC)CC1CCCC1 ([5-(4-chloro-phenyl)-4-cyclopentylmethyl-2-(2-ethoxy-4-methoxy-phenyl)-4,5-dihydro-imidazol-1-yl]-(4-methyl-piperazin-1-yl)-methanone). Yields the product ClC1=CC=C(C=C1)C1C(N=C(N1C(=O)N1CCN(CC1)C)C1=C(C=C(C=C1)OC)OCC)CC ([5-(4-Chloro-phenyl)-2-(2-ethoxy-4-methoxy-phenyl)-4-ethyl-4,5-dihydro-imidazol-1-yl]-(4-methyl-piperazin-1-yl)-methanone). Reaction SMILES: ClC1C=CC(C2NC(C3C=CC(OC)=CC=3OCC)=NC2CC)=CC=1.[Cl:26][C:27]1[CH:32]=[CH:31][C:30]([CH:33]2[N:37]([C:38]([N:40]3[CH2:45][CH2:44][N:43]([CH3:46])[CH2:42][CH2:41]3)=[O:39])[C:36]([C:47]3[CH:52]=[CH:51][C:50]([O:53][CH3:54])=[CH:49][C:48]=3[O:55][CH2:56][CH3:57])=[N:35][CH:34]2[CH2:58][CH:59]2CCCC2)=[CH:29][CH:28]=1>>[Cl:26][C:27]1[CH:32]=[CH:31][C:30]([CH:33]2[N:37]([C:38]([N:40]3[CH2:45][CH2:44][N:43]([CH3:46])[CH2:42][CH2:41]3)=[O:39])[C:36]([C:47]3[CH:52]=[CH:51][C:50]([O:53][CH3:54])=[CH:49][C:48]=3[O:55][CH2:56][CH3:57])=[N:35][CH:34]2[CH2:58][CH3:59])=[CH:29][CH:28]=1. Procedure: [5-(4-Chloro-phenyl)-2-(2-ethoxy-4-methoxy-phenyl)-4-ethyl-4,5-dihydro-imidazol-1-yl]-(4-methyl-piperazin-1-yl)-methanone was prepared from 5-(4-chloro-phenyl)-2-(2-ethoxy-4-methoxy-phenyl)-4-ethyl-4,5-dihydro-1H-imidazole (Example 20) in an analogous manner as described for the preparation of [5-(4-chloro-phenyl)-4-cyclopentylmethyl-2-(2-ethoxy-4-methoxy-phenyl)-4,5-dihydro-imidazol-1-yl]-(4-methyl-piperazin-1-yl)-methanone (Example 24). HR-MS (ES, m/z) observed 485.2323, calculated for C26H34N... The reactants are CCc1csc(-c2ccc(OCCCO)nc2)n1, COC(=O)C(C)n1ccc2cc(O)ccc21, ClCCl, O=C(N=NC(=O)N1CCCCC1)N1CCCCC1, c1ccc(P(c2ccccc2)c2ccccc2)cc1. Product: CCc1csc(-c2ccc(OCCCOc3ccc4c(ccn4C(C)C(=O)OC)c3)nc2)n1. RXN SMILES: [CH2:1]([CH3:2])[c:3]1[n:4][c:5](-[c:8]2[cH:9][cH:10][c:11]([O:14][CH2:15][CH2:16][CH2:17][OH:18])[n:12][cH:13]2)[s:6][cH:7]1.[CH3:19][O:20][C:21]([CH:22]([CH3:23])[n:24]1[cH:25][cH:26][c:27]2[cH:28][c:29]([OH:33])[cH:30][cH:31][c:32]12)=[O:34].[Cl:72][CH2:73][Cl:74].[N:54]([C:55]([N:56]1[CH2:57][CH2:58][CH2:59][CH2:60][CH2:61]1)=[O:62])=[N:63][C:64]([N:65]1[CH2:66][CH2:67][CH2:68][CH2:69][CH2:70]1)=[O:71].[c:35]1([P:36]([c:37]2[cH:38][cH:39][cH:40][cH:41][cH:42]2)[c:43]2[cH:44][cH:45][cH:46][cH:47][cH:48]2)[cH:49][cH:50][cH:51][cH:52][cH:53]1>>[CH2:1]([CH3:2])[c:3]1[n:4][c:5](-[c:8]2[cH:9][cH:10][c:11]([O:14][CH2:15][CH2:16][CH2:17][O:18][c:29]3[cH:28][c:27]4[cH:26][cH:25][n:24]([CH:22]([C:21]([O:20][CH3:19])=[O:34])[CH3:23])[c:32]4[cH:31][cH:30]3)[n:12][cH:13]2)[s:6][cH:7]1. Starting materials: C1(CC1)[C@@H](C)NCC=1NC(C2=C(N1)CCOC2)=O ((R)-2-((1-cyclopropylethylamino)methyl)-7,8-dihydro-3H-pyrano[4,3-d]pyrimidin-4(5H)-one), FC1=CC=C(C(=O)C2CCN(CC2)CC(=O)O)C=C1 (2-(4-(4-fluorobenzoyl)piperidin-1-yl)acetic acid), C27H33FN4O4. Product: C1(CC1)[C@@H](C)N(C(CN1CCC(CC1)C(C1=CC=C(C=C1)F)=O)=O)CC=1NC(C2=C(N1)CCOC2)=O ((R)—N-(1-Cyclopropylethyl)-2-(4-(4-fluorobenzoyl)piperidin-1-yl)-N-((4-oxo-4,5,7,8-tetrahydro-3H-pyrano[4,3-d]pyrimidin-2-yl)methyl)acetamide). As a reaction SMILES: [CH:1]1([C@H:4]([NH:6][CH2:7][C:8]2[NH:9][C:10](=[O:18])[C:11]3[CH2:17][O:16][CH2:15][CH2:14][C:12]=3[N:13]=2)[CH3:5])[CH2:3][CH2:2]1.[F:19][C:20]1[CH:37]=[CH:36][C:23]([C:24]([CH:26]2[CH2:31][CH2:30][N:29]([CH2:32][C:33](O)=[O:34])[CH2:28][CH2:27]2)=[O:25])=[CH:22][CH:21]=1>>[CH:1]1([C@H:4]([N:6]([CH2:7][C:8]2[NH:9][C:10](=[O:18])[C:11]3[CH2:17][O:16][CH2:15][CH2:14][C:12]=3[N:13]=2)[C:33](=[O:34])[CH2:32][N:29]2[CH2:30][CH2:31][CH:26]([C:24](=[O:25])[C:23]3[CH:22]=[CH:21][C:20]([F:19])=[CH:37][CH:36]=3)[CH2:27][CH2:28]2)[CH3:5])[CH2:3][CH2:2]1. Procedure: Following general procedure of Example 4, the title compound was prepared (9 mg) from (R)-2-((1-cyclopropylethylamino)methyl)-7,8-dihydro-3H-pyrano[4,3-d]pyrimidin-4(5H)-one and 2-(4-(4-fluorobenzoyl)piperidin-1-yl)acetic acid. Exact mass calculated for C27H33FN4O4 496.6. found 497.6 (ESI, M+H); 1H NMR (400 MHz, DMSO-d6) δ ppm 7.98-8.21 (m, 2H) 7.40 (t, J=8.84 Hz, 2H) 4.25-4.54 (m, 5H) 3.84 (ddd, J=17.31, 5.56, 5.43 Hz, 3H) 3.70 (d, J=6.06 Hz, 1H) 3.56 (br. s., 2H) 3.23 (br. s., 1H) 2.99-3.20 (m...